Dataset: the Open Reaction Database (ORD), a public repository of structured organic reaction records. Task: describe an organic reaction: reactants, conditions, products, and yield Starting materials: CN, CC(C)c1ncncc1C(OS(C)(=O)=O)C(C)C, CC(C)O. Yields the product CNC(c1cncnc1C(C)C)C(C)C. Reaction SMILES: [CH3:19][NH2:20].[CH3:1][S:2]([O:3][CH:6]([CH:7]([CH3:8])[CH3:9])[c:10]1[c:11]([CH:16]([CH3:17])[CH3:18])[n:12][cH:13][n:14][cH:15]1)(=[O:4])=[O:5].[CH:21]([OH:22])([CH3:23])[CH3:24]>>[CH:6]([CH:7]([CH3:8])[CH3:9])([c:10]1[c:11]([CH:16]([CH3:17])[CH3:18])[n:12][cH:13][n:14][cH:15]1)[NH:20][CH3:19]. The reactants are CCCCCBr, O=C([O-])[O-], CC(C)=O, Cc1ccc(C)c(N2CCN(C(=O)C3CN(S(=O)(=O)c4ccc(Cl)cc4)CCN3)CC2)c1, Cl, [Cs+], [Cs+], O. Product: CCCCCN1CCN(S(=O)(=O)c2ccc(Cl)cc2)CC1C(=O)N1CCN(c2cc(C)ccc2C)CC1. RXN SMILES: [Br:40][CH2:41][CH2:42][CH2:43][CH2:44][CH3:45].[C:34](=[O:35])([O-:36])[O-:37].[CH3:47][C:48](=[O:49])[CH3:50].[Cl:2][c:3]1[cH:4][cH:5][c:6]([S:9](=[O:10])(=[O:11])[N:12]2[CH2:13][CH:14]([C:18](=[O:19])[N:20]3[CH2:21][CH2:22][N:23]([c:26]4[c:27]([CH3:33])[cH:28][cH:29][c:30]([CH3:32])[cH:31]4)[CH2:24][CH2:25]3)[NH:15][CH2:16][CH2:17]2)[cH:7][cH:8]1.[ClH:1].[Cs+:38].[Cs+:39].[OH2:46]>>[Cl:2][c:3]1[cH:4][cH:5][c:6]([S:9](=[O:10])(=[O:11])[N:12]2[CH2:13][CH:14]([C:18](=[O:19])[N:20]3[CH2:21][CH2:22][N:23]([c:26]4[c:27]([CH3:33])[cH:28][cH:29][c:30]([CH3:32])[cH:31]4)[CH2:24][CH2:25]3)[N:15]([CH2:41][CH2:42][CH2:43][CH2:44][CH3:45])[CH2:16][CH2:17]2)[cH:7][cH:8]1. Starting materials: CCN(C(C)C)C(C)C, O=C(OCc1ccccc1)N1CCNCC1, O=[N+]([O-])c1ccc(F)cc1. Product: O=C(OCc1ccccc1)N1CCN(c2ccc([N+](=O)[O-])cc2)CC1. As a reaction SMILES: [CH2:11]([N:12]([CH:13]([CH3:14])[CH3:15])[CH:16]([CH3:17])[CH3:18])[CH3:19].[CH2:20]([c:21]1[cH:22][cH:23][cH:24][cH:25][cH:26]1)[O:27][C:28](=[O:29])[N:30]1[CH2:31][CH2:32][NH:33][CH2:34][CH2:35]1.[F:1][c:2]1[cH:3][cH:4][c:5]([N+:8](=[O:9])[O-:10])[cH:6][cH:7]1>>[c:2]1([N:33]2[CH2:32][CH2:31][N:30]([C:28]([O:27][CH2:20][c:21]3[cH:22][cH:23][cH:24][cH:25][cH:26]3)=[O:29])[CH2:35][CH2:34]2)[cH:3][cH:4][c:5]([N+:8](=[O:9])[O-:10])[cH:6][cH:7]1. The reactants are ClC1=C(OC=2C=NN(C(C2)=O)C(C(=O)O)CC2CCOCC2)C=CC=C1 (2-[4-(2-chloro-phenoxy)-6-oxo-6H-pyridazin-1-yl]-3-(tetrahydro-pyran-4-yl)-propionic acid), NC1=NN(C=C1)CC(C)(O)C (1-(3-amino-pyrazol-1-yl)-2-methyl-propan-2-ol), ClC1=C(OC=2C=NN(C(C2)=O)C(C(=O)O)CC2CCOCC2)C=CC=C1 (2-[4-(2-chloro-phenoxy)-6-oxo-6H-pyridazin-1-yl]-3-(tetrahydro-pyran-4-yl)-propionic acid), NC1=NN(C=C1)CC(C)(O)C (1-(3-amino-pyrazol-1-yl)-2-methyl-propan-2-ol). Product: ClC1=C(OC=2C=NN(C(C2)=O)C(C(=O)NC2=NN(C=C2)CC(C)(C)O)CC2CCOCC2)C=CC=C1 (2-[4-(2-chloro-phenoxy)-6-oxo-6H-pyridazin-1-yl]-N-[1-(2-hydroxy-2-methyl-propyl)-1H-pyrazol-3-yl]-3-(tetrahydro-pyran-4-yl)-propionamide). Reaction SMILES: [Cl:1][C:2]1[CH:26]=[CH:25][CH:24]=[CH:23][C:3]=1[O:4][C:5]1[CH:6]=[N:7][N:8]([CH:12]([CH2:16][CH:17]2[CH2:22][CH2:21][O:20][CH2:19][CH2:18]2)[C:13]([OH:15])=O)[C:9](=[O:11])[CH:10]=1.[NH2:27][C:28]1[CH:32]=[CH:31][N:30]([CH2:33][C:34]([CH3:37])([OH:36])[CH3:35])[N:29]=1>>[Cl:1][C:2]1[CH:26]=[CH:25][CH:24]=[CH:23][C:3]=1[O:4][C:5]1[CH:6]=[N:7][N:8]([CH:12]([CH2:16][CH:17]2[CH2:18][CH2:19][O:20][CH2:21][CH2:22]2)[C:13]([NH:27][C:28]2[CH:32]=[CH:31][N:30]([CH2:33][C:34]([OH:36])([CH3:35])[CH3:37])[N:29]=2)=[O:15])[C:9](=[O:11])[CH:10]=1. Reported procedure: Using the method described in Example 49, 2-[4-(2-chloro-phenoxy)-6-oxo-6H-pyridazin-1-yl]-3-(tetrahydro-pyran-4-yl)-propionic acid (Intermediate 101) and 1-(3-amino-pyrazol-1-yl)-2-methyl-propan-2-ol (Intermediate 1) afforded 2-[4-(2-chloro-phenoxy)-6-oxo-6H-pyridazin-1-yl]-N-[1-(2-hydroxy-2-methyl-propyl)-1H-pyrazol-3-yl]-3-(tetrahydro-pyran-4-yl)-propionamide as a white solid (560 mg); ES+-HRMS m/e calcd for C25H30N5O5Cl [M+H+] 516.2008 found 516.2008. 1H NMR (400 MHz, DMSO-d6) δ ppm 1.05 (s,... Starting materials: c1cc(OCC2CO2)c2cc[nH]c2c1, CC(C)Oc1ccc2cc(C3(O)CCNCC3)ccc2c1. Product: CC(C)Oc1ccc2cc(C3(O)CCN(CC(O)COc4cccc5[nH]ccc45)CC3)ccc2c1. As a reaction SMILES: [O:1]1[CH:2]([CH2:4][O:5][c:6]2[c:7]3[cH:8][cH:9][nH:10][c:11]3[cH:12][cH:13][cH:14]2)[CH2:3]1.[OH:15][C:16]1([c:22]2[cH:23][c:24]3[cH:25][cH:26][c:27]([O:32][CH:33]([CH3:34])[CH3:35])[cH:28][c:29]3[cH:30][cH:31]2)[CH2:17][CH2:18][NH:19][CH2:20][CH2:21]1>>[OH:1][CH:2]([CH2:3][N:19]1[CH2:18][CH2:17][C:16]([OH:15])([c:22]2[cH:23][c:24]3[cH:25][cH:26][c:27]([O:32][CH:33]([CH3:34])[CH3:35])[cH:28][c:29]3[cH:30][cH:31]2)[CH2:21][CH2:20]1)[CH2:4][O:5][c:6]1[c:7]2[cH:8][cH:9][nH:10][c:11]2[cH:12][cH:13][cH:14]1. The reactants are C1CCOC1, CC(CO)N(Cc1ccccc1)C(=O)CCl. The product is CC1COCC(=O)N1Cc1ccccc1. Reaction SMILES: [CH2:17]1[O:18][CH2:19][CH2:20][CH2:21]1.[CH2:1]([c:2]1[cH:3][cH:4][cH:5][cH:6][cH:7]1)[N:8]([C:9]([CH2:10][Cl:11])=[O:12])[CH:13]([CH2:14][OH:15])[CH3:16]>>[CH2:1]([c:2]1[cH:3][cH:4][cH:5][cH:6][cH:7]1)[N:8]1[C:9](=[O:12])[CH2:10][O:15][CH2:14][CH:13]1[CH3:16].